Dataset: the Open Reaction Database (ORD), a public repository of structured organic reaction records. Task: describe an organic reaction: reactants, conditions, products, and yield Starting materials: CC1N(C=CC(C1)=O)C(=O)OCC1=CC=CC=C1 (2(R,S)-methyl-1(benzyloxycarbonyl)-2,3-dihydro-4-pyridone), C(C)(C)(C)OC(=O)OC(=O)OC(C)(C)C (di-tert-butyldicarbonate), [H][H] (hydrogen). The reagents and catalysts are [Pd] (palladium on carbon). Solvent: C(C)(=O)OCC (ethyl acetate). Product: CC(COC(=O)N1C(CC(CC1)=O)C)C ((±)-1-(2,2-dimethylethoxycarbonyl)-2-methyl-4-oxopiperidine). Yield: 20.9%. Reaction SMILES: [CH3:1][CH:2]1[CH2:7][C:6](=[O:8])[CH:5]=[CH:4][N:3]1[C:9]([O:11][CH2:12][C:13]1[CH:18]=CC=C[CH:14]=1)=[O:10].C(OC(OC(OC(C)(C)C)=O)=O)(C)(C)C.[H][H]>[Pd].C(OCC)(=O)C>[CH3:14][CH:13]([CH3:18])[CH2:12][O:11][C:9]([N:3]1[CH2:4][CH2:5][C:6](=[O:8])[CH2:7][CH:2]1[CH3:1])=[O:10]. Procedure details: A mixture of 1.1 g of the crude 2(R,S)-methyl-1(benzyloxycarbonyl)-2,3-dihydro-4-pyridone, 200 mL of ethyl acetate, 1 g of di-tert-butyldicarbonate and 1 g of 10% palladium on carbon was shaken under 55 psi of hydrogen for 24 h. The mixture was filtered, concentrated under reduced pressure, and purified by low pressure chromatography on silica gel eluting with 40% ethyl acetate in hexane. There was obtained first 0.20 g of (±)-1-(2,2-dimethylethoxycarbonyl)-2-methyl-4-oxopiperidine: 1H NMR (400 ... Reactants: C(=O)N(CCCCCCCC)C1CC(NC(C1)(C)C)(C)C (4-(N-formyl-N-octylamino)-2,2,6,6-tetramethylpiperidine), C(C#C)(=O)OCC (ethyl propiolate). The solvent is C1(=CC=CC=C1)C (toluene). The product is CC1(N(C(CC(C1)N(CCCCCCCC)C=O)(C)C)C=CC(=O)OCC)C (Ethyl β-[2,2,6,6-tetramethyl-4-(N-formyl-N-octylamino)-1-piperidinyl)acrylate). The yield is 101.5%. RXN SMILES: [CH:1]([N:3]([CH:12]1[CH2:17][C:16]([CH3:19])([CH3:18])[NH:15][C:14]([CH3:21])([CH3:20])[CH2:13]1)[CH2:4][CH2:5][CH2:6][CH2:7][CH2:8][CH2:9][CH2:10][CH3:11])=[O:2].[C:22]([O:26][CH2:27][CH3:28])(=[O:25])[C:23]#[CH:24]>C1(C)C=CC=CC=1>[CH3:18][C:16]1([CH3:19])[CH2:17][CH:12]([N:3]([CH:1]=[O:2])[CH2:4][CH2:5][CH2:6][CH2:7][CH2:8][CH2:9][CH2:10][CH3:11])[CH2:13][C:14]([CH3:20])([CH3:21])[N:15]1[CH:24]=[CH:23][C:22]([O:26][CH2:27][CH3:28])=[O:25]. Procedure: 59.2 g of 4-(N-formyl-N-octylamino)-2,2,6,6-tetramethylpiperidine and 20 g of ethyl propiolate were refluxed in 500 ml of toluene for 20 hours. Removal of the solvent by distillation under reduced pressure resulted in 80 g of the compound of the formula shown below in the form of a dark oil which crystallized after a few days to give a solid at melting point 58°-60° C. ##STR20## The reactants are COCCOC1=CC=C(C=N1)CO ([6-(2-methoxyethoxy)pyridine-3-yl]methanol). The reagents and catalysts are O=[Mn]=O (MnO2). Isolated yield 82.8%. Yields the product COCCOC1=NC=C(C=O)C=C1 (6-(2-Methoxyethoxy)nicotinaldehyde). As a reaction SMILES: [CH3:1][O:2][CH2:3][CH2:4][O:5][C:6]1[N:11]=[CH:10][C:9]([CH2:12][OH:13])=[CH:8][CH:7]=1>C1(C)C=CC=CC=1.O=[Mn]=O>[CH3:1][O:2][CH2:3][CH2:4][O:5][C:6]1[CH:7]=[CH:8][C:9]([CH:12]=[O:13])=[CH:10][N:11]=1. Procedure details: [6-(2-methoxyethoxy)pyridine-3-yl]methanol (1.83 g 10.0 mmol) was dissolved in toluene (50 ml) and heated to reflux under an air condenser. Finely powdered MnO2 (4.0 g) was added portion wise over 2 hours. After a further 2 and a half hours of heating the mixture was taken off the boil allowed to cool slightly then filtered through celite and washed with toluene. The filtrate was concentrated in-vacuo to yield a pale yellow oil which crystallized under high vacuum to yield the crude product (1.5... The solvent is C1(=CC=CC=C1)C (toluene). Starting materials: Cc1nc2sccn2c1C(=O)NCC1NCC2CC(C)CC21, Cc1nc(C(=O)O)c(-c2cccc(F)c2)s1. Yields the product Cc1nc(C(=O)N2CC3CC(C)CC3C2CNC(=O)c2c(C)nc3sccn23)c(-c2cccc(F)c2)s1. RXN SMILES: [CH3:1][CH:2]1[CH2:3][CH:4]2[CH2:5][NH:6][CH:7]([CH2:10][NH:11][C:12](=[O:13])[c:14]3[c:15]([CH3:22])[n:16][c:17]4[s:18][cH:19][cH:20][n:21]34)[CH:8]2[CH2:9]1.[F:23][c:24]1[cH:25][c:26](-[c:30]2[c:31]([C:36](=[O:37])[OH:38])[n:32][c:33]([CH3:35])[s:34]2)[cH:27][cH:28][cH:29]1>>[CH3:1][CH:2]1[CH2:3][CH:4]2[CH2:5][N:6]([C:36]([c:31]3[c:30](-[c:26]4[cH:25][c:24]([F:23])[cH:29][cH:28][cH:27]4)[s:34][c:33]([CH3:35])[n:32]3)=[O:37])[CH:7]([CH2:10][NH:11][C:12](=[O:13])[c:14]3[c:15]([CH3:22])[n:16][c:17]4[s:18][cH:19][cH:20][n:21]34)[CH:8]2[CH2:9]1. Starting materials: BrCC1=CC=C(C=C1)[C@](CC1=CC=CC=C1)(C1=CC(=CC(=C1)OC(C(F)F)(F)F)F)NC(C1=CC(=C(C=C1)F)C(F)(F)F)=O ((R)—N-(1-(4-(bromomethyl)phenyl)-1-(3-fluoro-5-(1,1,2,2-tetrafluoroethoxy)phenyl)-2-phenylethyl)-4-fluoro-3-(trifluoromethyl)benzamide), C[O-].[Na+] (sodium methoxide). The solvent is CO (methanol). Reaction conditions: time 40 minute. Yields the product FC1=C(C=C(C(=O)N[C@](CC2=CC=CC=C2)(C2=CC=C(C=C2)COC)C2=CC(=CC(=C2)OC(C(F)F)(F)F)F)C=C1)C(F)(F)F ((R)-4-fluoro-N-(1-(3-fluoro-5-(1,1,2,2-tetrafluoroethoxy)phenyl)-1-(4-(methoxymethyl)phenyl)-2-phenylethyl)-3-(trifluoromethyl)benzamide). Isolated yield 67.0%. RXN SMILES: Br[CH2:2][C:3]1[CH:8]=[CH:7][C:6]([C@@:9]([NH:31][C:32](=[O:44])[C:33]2[CH:38]=[CH:37][C:36]([F:39])=[C:35]([C:40]([F:43])([F:42])[F:41])[CH:34]=2)([C:17]2[CH:22]=[C:21]([O:23][C:24]([F:29])([F:28])[CH:25]([F:27])[F:26])[CH:20]=[C:19]([F:30])[CH:18]=2)[CH2:10][C:11]2[CH:16]=[CH:15][CH:14]=[CH:13][CH:12]=2)=[CH:5][CH:4]=1.[CH3:45][O-:46].[Na+]>CO>[F:39][C:36]1[CH:37]=[CH:38][C:33]([C:32]([NH:31][C@@:9]([C:17]2[CH:22]=[C:21]([O:23][C:24]([F:28])([F:29])[CH:25]([F:27])[F:26])[CH:20]=[C:19]([F:30])[CH:18]=2)([C:6]2[CH:5]=[CH:4][C:3]([CH2:2][O:46][CH3:45])=[CH:8][CH:7]=2)[CH2:10][C:11]2[CH:16]=[CH:15][CH:14]=[CH:13][CH:12]=2)=[O:44])=[CH:34][C:35]=1[C:40]([F:43])([F:41])[F:42] |f:1.2|. Procedure: (R)—N-(1-(4-(bromomethyl)phenyl)-1-(3-fluoro-5-(1,1,2,2-tetrafluoroethoxy)phenyl)-2-phenylethyl)-4-fluoro-3-(trifluoromethyl)benzamide (prepared as described in Procedure 3, 4, 5, 6, 7, 56, 57, 100 and 32, 24 mg, 0.035 mmol) was dissolved in 0.5 mL of methanol. To this solution was added sodium methoxide (25% by wt, 0.5 mL) and the reaction mixture was stirred for 40 min. The reaction was quenched with 1.0 M HCl and extracted with ethyl acetate. The organic layer was dried over magnesium sulfate... As a reaction SMILES: C([N:4]1[C:12]2[C:7](=[CH:8][CH:9]=[C:10]([C:13]([O:15][CH3:16])=[O:14])[CH:11]=2)[C:6](=[C:17](OCC)[C:18]2[CH:23]=[CH:22][CH:21]=[CH:20][CH:19]=2)[C:5]1=[O:27])(=O)C.[CH2:28]([O:30][C:31]([CH2:33][N:34]([CH2:36][C:37]1[CH:43]=[CH:42][C:40]([NH2:41])=[CH:39][CH:38]=1)[CH3:35])=[O:32])[CH3:29]>>[CH2:28]([O:30][C:31]([CH2:33][N:34]([CH2:36][C:37]1[CH:38]=[CH:39][C:40]([NH:41]/[C:17](=[C:6]2\[C:5](=[O:27])[NH:4][C:12]3[C:7]\2=[CH:8][CH:9]=[C:10]([C:13]([O:15][CH3:16])=[O:14])[CH:11]=3)/[C:18]2[CH:23]=[CH:22][CH:21]=[CH:20][CH:19]=2)=[CH:42][CH:43]=1)[CH3:35])=[O:32])[CH3:29]. Reported procedure: Prepared from 1-acetyl-3-(1-ethoxy-1-phenylmethylene)-6-methoxycarbonyl-2-indolinone and 4-((N-ethoxycarbonylmethyl-N-methyl-amino)-methyl)-aniline Rf value: 0.5 (aluminium oxide, methylene chloride/ethanol=40:1) C29H29N3O5 Yields the product C(C)OC(=O)CN(C)CC1=CC=C(N\C(\C2=CC=CC=C2)=C\2/C(NC3=CC(=CC=C23)C(=O)OC)=O)C=C1 (3-Z-[1-(4-((N-ethoxycarbonylmethyl-N-methyl-amino)-methyl)-anilino)-1-phenyl-methylene]-6-methoxycarbonyl-2-indolinone). Starting materials: C(C)(=O)N1C(C(C2=CC=C(C=C12)C(=O)OC)=C(C1=CC=CC=C1)OCC)=O (1-acetyl-3-(1-ethoxy-1-phenylmethylene)-6-methoxycarbonyl-2-indolinone), C(C)OC(=O)CN(C)CC1=CC=C(N)C=C1 (4-((N-ethoxycarbonylmethyl-N-methyl-amino)-methyl)-aniline). Starting materials: [Br-], O=C([O-])[O-], O=C([O-])O, Brc1ncccc1OCc1ccccc1, Cl, [K+], [K+], [Na+], CN(C)C=O, CCOC(=O)c1cccc(O)c1. Yields the product CCOC(=O)c1cccc(Oc2ncccc2OCc2ccccc2)c1. Reaction SMILES: [Br-:34].[C:28](=[O:29])([O-:30])[O-:31].[C:36](=[O:37])([O-:38])[OH:39].[CH2:1]([c:2]1[cH:3][cH:4][cH:5][cH:6][cH:7]1)[O:8][c:9]1[c:10]([Br:15])[n:11][cH:12][cH:13][cH:14]1.[ClH:35].[K+:32].[K+:33].[Na+:40].[O:41]=[CH:42][N:43]([CH3:44])[CH3:45].[OH:16][c:17]1[cH:18][c:19]([C:20](=[O:21])[O:22][CH2:23][CH3:24])[cH:25][cH:26][cH:27]1>>[CH2:1]([c:2]1[cH:3][cH:4][cH:5][cH:6][cH:7]1)[O:8][c:9]1[c:10]([O:16][c:17]2[cH:18][c:19]([C:20](=[O:21])[O:22][CH2:23][CH3:24])[cH:25][cH:26][cH:27]2)[n:11][cH:12][cH:13][cH:14]1. The reactants are NCCBr, Br, CCO, Sc1ccncc1. Yields the product Br, Br, NCCSc1ccncc1. As a reaction SMILES: [Br:9][CH2:10][CH2:11][NH2:12].[BrH:8].[CH3:13][CH2:14][OH:15].[SH:1][c:2]1[cH:3][cH:4][n:5][cH:6][cH:7]1>>[BrH:8].[BrH:9].[S:1]([c:2]1[cH:3][cH:4][n:5][cH:6][cH:7]1)[CH2:10][CH2:11][NH2:12]. Reaction SMILES: [Al+3:2].[Br:35][CH2:36][C:37](=[O:38])[Br:39].[Cl-:1].[Cl-:3].[Cl-:4].[Cl:40][CH2:41][CH2:42][Cl:43].[c:5]1([N:11]([c:12]2[cH:13][c:14]3[c:22]([cH:23][cH:24]2)-[c:21]2[c:16]([cH:17][cH:18][cH:19][cH:20]2)[C:15]3([CH2:25][CH3:26])[CH2:27][CH3:28])[c:29]2[cH:30][cH:31][cH:32][cH:33][cH:34]2)[cH:6][cH:7][cH:8][cH:9][cH:10]1>>[c:5]1([N:11]([c:12]2[cH:13][c:14]3[c:22]([cH:23][cH:24]2)-[c:21]2[c:16]([cH:17][c:18]([C:37]([CH2:36][Br:35])=[O:38])[cH:19][cH:20]2)[C:15]3([CH2:25][CH3:26])[CH2:27][CH3:28])[c:29]2[cH:30][cH:31][cH:32][cH:33][cH:34]2)[cH:6][cH:7][cH:8][cH:9][cH:10]1. Reactants: [Al+3], O=C(Br)CBr, [Cl-], [Cl-], [Cl-], ClCCCl, CCC1(CC)c2ccccc2-c2ccc(N(c3ccccc3)c3ccccc3)cc21. The product is CCC1(CC)c2cc(C(=O)CBr)ccc2-c2ccc(N(c3ccccc3)c3ccccc3)cc21. The reactants are ClC1=C(C(=CC=C1)Cl)NC=1NC2=C(N1)C=C(C1=C2CC(O1)(C)C)C(=O)NC1=NC=C(C=C1)C(F)(F)F (2-[(2,6-Dichlorophenyl)amino]-7,7-dimethyl-N-[5-(trifluoromethyl)pyridin-2-yl]-7,8-dihydro-1H-furo[3,2-e]benzimidazole-5-carboxamide). Run in C1CCOC1 (THF). Yields the product Cl (HCl), Cl.ClC1=C(C(=CC=C1)Cl)NC=1NC2=C(N1)C=C(C1=C2CC(O1)(C)C)C(=O)NC1=NC=C(C=C1)C(F)(F)F (2-[(2,6-Dichlorophenyl)amino]-7,7-dimethyl-N-[5-(trifluoromethyl)pyridin-2-yl]-7,8-dihydro-1H-furo[3,2-e]benzimidazole-5-carboxamide hydrochloride). Yield: 126.4%. Reaction SMILES: [Cl:1][C:2]1[CH:7]=[CH:6][CH:5]=[C:4]([Cl:8])[C:3]=1[NH:9][C:10]1[NH:11][C:12]2[C:18]3[CH2:19][C:20]([CH3:23])([CH3:22])[O:21][C:17]=3[C:16]([C:24]([NH:26][C:27]3[CH:32]=[CH:31][C:30]([C:33]([F:36])([F:35])[F:34])=[CH:29][N:28]=3)=[O:25])=[CH:15][C:13]=2[N:14]=1>C1COCC1>[ClH:1].[ClH:1].[Cl:8][C:4]1[CH:5]=[CH:6][CH:7]=[C:2]([Cl:1])[C:3]=1[NH:9][C:10]1[NH:11][C:12]2[C:18]3[CH2:19][C:20]([CH3:22])([CH3:23])[O:21][C:17]=3[C:16]([C:24]([NH:26][C:27]3[CH:32]=[CH:31][C:30]([C:33]([F:36])([F:35])[F:34])=[CH:29][N:28]=3)=[O:25])=[CH:15][C:13]=2[N:14]=1 |f:3.4|. Reported procedure: The title compound was prepared following the procedure described for Example-146 by using 2-[(2,6-Dichlorophenyl)amino]-7,7-dimethyl-N-[5-(trifluoromethyl)pyridin-2-yl]-7,8-dihydro-1H-furo[3,2-e]benzimidazole-5-carboxamide (Example-101, 0.100 g), THF, conc.HCl to afford 0.045 g of the desired product. 1HNMR (DMSO-d6): δ 1.60 (s, 6H), 3.25 (s, 2H), 7.58 (m, 1H), 7.75 (m, 3H), 8.28 (d, 1H), 8.46 (d, J=8.7 Hz, 1H), 8.78 (s, 1H), 10.42 (s, 1H), 12.00 (s, 1H), 13.20 (s, 2H).